This data is from the Open Reaction Database (ORD), a public repository of structured organic reaction records. The task is: describe an organic reaction: reactants, conditions, products, and yield The reactants are FC1=CC=C(COC=2C=CC3=C(C=C(CCC3)C(=O)[O-])C2)C=C1 (2-(4-fluorobenzyloxy)-6,7-dihydro-5H-benzocycloheptene-8-carboxylate), Cl (hydrochloric acid), aqueous solution, [OH-].[Na+] (sodium hydroxide). The solvent is CO (methanol), C1CCOC1 (THF). Conditions: temperature 50 celsius, time 2 hour. Product: FC1=CC=C(COC=2C=CC3=C(C=C(CCC3)C(=O)O)C2)C=C1 (2-(4-fluorobenzyloxy)-6,7-dihydro-5H-benzocycloheptene-8-carboxylic acid). The yield is 103.3%. RXN SMILES: [F:1][C:2]1[CH:23]=[CH:22][C:5]([CH2:6][O:7][C:8]2[CH:9]=[CH:10][C:11]3[CH2:17][CH2:16][CH2:15][C:14]([C:18]([O-:20])=[O:19])=[CH:13][C:12]=3[CH:21]=2)=[CH:4][CH:3]=1.[OH-].[Na+].Cl>CO.C1COCC1>[F:1][C:2]1[CH:3]=[CH:4][C:5]([CH2:6][O:7][C:8]2[CH:9]=[CH:10][C:11]3[CH2:17][CH2:16][CH2:15][C:14]([C:18]([OH:20])=[O:19])=[CH:13][C:12]=3[CH:21]=2)=[CH:22][CH:23]=1 |f:1.2|. Procedure details: To 2-(4-fluorobenzyloxy)-6,7-dihydro-5H-benzocycloheptene-8-carboxylate (462 mg, 1.42 mmol) dissolved in a mixed solvent of methanol (5 ml) and THF (5 ml) was added a 1N aqueous solution of sodium hydroxide (4.3 ml), and the resulting mixture was stirred at 50° C. for 2 hours. The reaction mixture was mixed with 1 N hydrochloric acid (4.3 ml) at 0° C., was concentrated under reduced pressure and was mixed with water, and an insoluble material was collected by filtration. The insoluble material w... Starting materials: B(Br)(Br)Br (BBr3), BrC=1C=CC=2C=CC3=CC=C(C=C3C2C1)OC (3-bromo-6-methoxyphenanthrene). Run in C(Cl)Cl (CH2Cl2). Reaction conditions: time 30 minute. Product: BrC=1C=C2C=3C=C(C=CC3C=CC2=CC1)O (6-bromophenanthren-3-ol). Reaction SMILES: B(Br)(Br)Br.[Br:5][C:6]1[CH:7]=[CH:8][C:9]2[CH:10]=[CH:11][C:12]3[C:17]([C:18]=2[CH:19]=1)=[CH:16][C:15]([O:20]C)=[CH:14][CH:13]=3>C(Cl)Cl>[Br:5][C:6]1[CH:19]=[C:18]2[C:9](=[CH:8][CH:7]=1)[CH:10]=[CH:11][C:12]1[CH:13]=[CH:14][C:15]([OH:20])=[CH:16][C:17]2=1. Procedure: To a flask containing BBr3 (1 M in CH2Cl2, 17 mL) at 0° C. was added a solution of 3-bromo-6-methoxyphenanthrene (1 g, 3.5 mmol) from Step 2, Example 160 in CH2Cl2 (10 mL). The reaction mixture was warmed to room temperature and stirred for 30 minutes, after which it was quenched with water. The aqueous layer was extracted with CH2Cl2. The organic layer was dried over MgSO4, filtered and concentrated to yield crude 6-bromophenanthren-3-ol. The reactants are O=C(O)C12CC3CC(CC1C3)C2, O=C(Cl)C(=O)Cl, ClCCl. Product: O=C(Cl)C12CC3CC(CC1C3)C2. RXN SMILES: [CH2:1]1[CH:2]2[CH2:3][C:4]3([C:10](=[O:11])[OH:12])[CH2:5][CH:6]([CH2:7][CH:8]13)[CH2:9]2.[Cl:13][C:14]([C:15]([Cl:16])=[O:17])=[O:18].[Cl:19][CH2:20][Cl:21]>>[CH2:1]1[CH:2]2[CH2:3][C:4]3([C:10](=[O:12])[Cl:13])[CH2:5][CH:6]([CH2:7][CH:8]13)[CH2:9]2. Reactants: C(C)(=O)O[C@@H]1CC[C@H](CC1)C(=O)N1C[C@H]([C@@H](CC1)N(C)C(=O)C1=CC=C(C=C1)Cl)C1=CC(=C(C=C1)Cl)Cl (trans-4-{[(3R,4R)-4-{[(4-chlorophenyl)carbonyl](methyl)amino}-3-(3,4-dichlorophenyl)piperidin-1-yl]carbonyl}cyclohexyl acetate), C([O-])([O-])=O.[Na+].[Na+] (sodium carbonate), O (water). The solvent is CO (methanol). Yields the product ClC1=CC=C(C(=O)N(C)[C@H]2[C@@H](CN(CC2)C(=O)C2CCC(CC2)O)C2=CC(=C(C=C2)Cl)Cl)C=C1 (4-chloro-N-{(3R,4R)-3-(3,4-dichlorophenyl)-1-[(4-hydroxycyclohexyl)carbonyl]piperidin-4-yl}-N-methylbenzamide). Isolated yield 79.7%. Reaction SMILES: C([O:4][C@H:5]1[CH2:10][CH2:9][C@H:8]([C:11]([N:13]2[CH2:18][CH2:17][C@@H:16]([N:19]([C:21]([C:23]3[CH:28]=[CH:27][C:26]([Cl:29])=[CH:25][CH:24]=3)=[O:22])[CH3:20])[C@H:15]([C:30]3[CH:35]=[CH:34][C:33]([Cl:36])=[C:32]([Cl:37])[CH:31]=3)[CH2:14]2)=[O:12])[CH2:7][CH2:6]1)(=O)C.C(=O)([O-])[O-].[Na+].[Na+].O>CO>[Cl:29][C:26]1[CH:27]=[CH:28][C:23]([C:21]([N:19]([C@@H:16]2[CH2:17][CH2:18][N:13]([C:11]([CH:8]3[CH2:9][CH2:10][CH:5]([OH:4])[CH2:6][CH2:7]3)=[O:12])[CH2:14][C@H:15]2[C:30]2[CH:35]=[CH:34][C:33]([Cl:36])=[C:32]([Cl:37])[CH:31]=2)[CH3:20])=[O:22])=[CH:24][CH:25]=1 |f:1.2.3|. Procedure details: To a solution of the compound obtained in Example 518 (0.103 g) in methanol (1.8 mL) was added sodium carbonate (0.067 g) and the mixture was stirred at room temperature. The reaction mixture was poured into water, and the resultant product was extracted with ethyl acetate. The organic layer was washed with brine and dried, and the solvent was evaporated under reduced pressure to give the title compound (0.076 g, 80%) as a white powder. Starting materials: O.[OH-].[Li+] (lithium hydroxide monohydrate), COC(=O)C1=CN(C2=CC=CC=C12)C1=CC=NC2=CC=C(C=C12)C(F)(F)F (3-methoxycarbonyl-1-(6-(trifluoromethyl)quinol-4-yl)-1H-indole). Run in O (water), O (water), O1CCCC1 (tetrahydrofuran). Product: C(=O)(O)C1=CN(C2=CC=CC=C12)C1=CC=NC2=CC=C(C=C12)C(F)(F)F (3-Carboxy-1-(6-(trifluoromethyl)quinol-4-yl)-1H-indole). As a reaction SMILES: O.[OH-].[Li+].C[O:5][C:6]([C:8]1[C:16]2[C:11](=[CH:12][CH:13]=[CH:14][CH:15]=2)[N:10]([C:17]2[C:26]3[C:21](=[CH:22][CH:23]=[C:24]([C:27]([F:30])([F:29])[F:28])[CH:25]=3)[N:20]=[CH:19][CH:18]=2)[CH:9]=1)=[O:7]>O1CCCC1.O>[C:6]([C:8]1[C:16]2[C:11](=[CH:12][CH:13]=[CH:14][CH:15]=2)[N:10]([C:17]2[C:26]3[C:21](=[CH:22][CH:23]=[C:24]([C:27]([F:30])([F:28])[F:29])[CH:25]=3)[N:20]=[CH:19][CH:18]=2)[CH:9]=1)([OH:7])=[O:5] |f:0.1.2|. Procedure details: 0.32 g (7.63 mmol) of lithium hydroxide monohydrate and 8 cm3 of water are added to 0.94 g (2.54 mmol) of 3-methoxycarbonyl-1-(6-(trifluoromethyl)quinol-4-yl)-1H-indole dissolved in 8 cm3 of tetrahydrofuran. After stirring at reflux for 15 hours, the reaction mixture is concentrated to dryness under reduced pressure (2.7 kPa) to give a residue which is taken up in 20 cm3 of water (pH=10). The resulting aqueous solution is washed with 30 cm3 of ethyl acetate, adjusted to pH 6 with N hydrochloric ... Starting materials: C(C1=CC=CC=C1)N (monobenzylamine), C(C1=CC=CC=C1)OC(=O)N(C)CC(=O)N[C@@H](C)C(=O)N[C@@H](CO)C(=O)N[C@@H](C)P(O)(O)=O ((1R)-1-[(N-benzyloxycarbonyl-sarcosyl-L-alanyl-L-seryl)amino]-ethylphosphonic acid). The product is N(C)CC(=O)N[C@@H](C)C(=O)N[C@@H](CO)C(=O)N[C@@H](C)P(O)(O)=O ((1R)-1-(N-sarcosyl-L-alanyl-L-serylamino)-ethylphosphonic acid). Reaction SMILES: C(N)C1C=CC=CC=1.C(O[C:17]([N:19]([CH2:21][C:22]([NH:24][C@H:25]([C:27]([NH:29][C@H:30]([C:33]([NH:35][C@H:36]([P:38](=[O:41])([OH:40])[OH:39])[CH3:37])=[O:34])[CH2:31][OH:32])=[O:28])[CH3:26])=[O:23])C)=O)C1C=CC=CC=1>>[NH:19]([CH2:21][C:22]([NH:24][C@H:25]([C:27]([NH:29][C@H:30]([C:33]([NH:35][C@H:36]([P:38](=[O:39])([OH:41])[OH:40])[CH3:37])=[O:34])[CH2:31][OH:32])=[O:28])[CH3:26])=[O:23])[CH3:17]. Procedure: In a manner analogous to that described in Example 3(ii), from the monobenzylamine salt of (1R)-1-[(N-benzyloxycarbonyl-sarcosyl-L-alanyl-L-seryl)amino]-ethylphosphonic acid there was obtained (1R)-1-(N-sarcosyl-L-alanyl-L-serylamino)-ethylphosphonic acid of melting point 259°-260° C. (decomposition); [α]D20 =-92.3° (c=0.5% in water).